Task: describe an organic reaction: reactants, conditions, products, and yield. Dataset: the Open Reaction Database (ORD), a public repository of structured organic reaction records The reactants are CN(C=1C=C(C(=O)O)C=C(C1)C(=O)OCC)C (3-(Dimethylamino)-5-(ethoxycarbonyl)benzoic acid), B.C1CCOC1 (BH3.THF). Solvent: C1CCOC1 (THF). Yields the product CN(C=1C=C(C(=O)OCC)C=C(C1)CO)C (Ethyl 3-(dimethylamino)-5-(hydroxymethyl)benzoate). Yield: 78.4%. RXN SMILES: [CH3:1][N:2]([CH3:17])[C:3]1[CH:4]=[C:5]([CH:9]=[C:10]([C:12]([O:14][CH2:15][CH3:16])=[O:13])[CH:11]=1)[C:6](O)=[O:7].B.C1COCC1>C1COCC1>[CH3:17][N:2]([CH3:1])[C:3]1[CH:11]=[C:10]([CH:9]=[C:5]([CH2:6][OH:7])[CH:4]=1)[C:12]([O:14][CH2:15][CH3:16])=[O:13] |f:1.2|. Reported procedure: To a solution of Compound 1 (4 g, 16.86 mmol) in 40 mL of THF was added BH3.THF (1M in THF, 42.15 mL, 42.15 mmol) dropwise at 0° C. The mixture was refluxed for 4 hours and cooled to room temperature. The solvent was evaporated, diluted with EtOAc, and washed with saturated NaHCO3 and brine and dried with Na2SO4. The solution was filtered and concentrated. The residue was subjected to chromatography over silica gel (Hexanes/EtOAc=2/1) to give Compound 2 (2.95 g, 78%). 1H-NMR (500 MHz, CDCl3) δ 7... Yields the product c1nc(C2CCNCC2)n[nH]1. As a reaction SMILES: [CH3:22][CH2:23][OH:24].[nH:1]1[n:2][c:3]([CH:6]2[CH2:7][CH2:8][N:9]([C:12]([O:13][CH2:14][c:15]3[cH:16][cH:17][cH:18][cH:19][cH:20]3)=[O:21])[CH2:10][CH2:11]2)[n:4][cH:5]1>>[nH:1]1[n:2][c:3]([CH:6]2[CH2:7][CH2:8][NH:9][CH2:10][CH2:11]2)[n:4][cH:5]1. The reactants are CCO, O=C(OCc1ccccc1)N1CCC(c2nc[nH]n2)CC1.